This data is from the Open Reaction Database (ORD), a public repository of structured organic reaction records. The task is: describe an organic reaction: reactants, conditions, products, and yield Starting materials: CCN=C=NCCCN(C)C, Cl, [N-]=[N+]=NCc1ccsc1CC(=O)O, CC1(C)SC2C(N)C(=O)N2C1c1nnn[nH]1, C1CCOC1, O. Yields the product CC1(C)SC2C(NC(=O)Cc3sccc3CN=[N+]=[N-])C(=O)N2C1c1nnn[nH]1. Reaction SMILES: [CH2:31]([N:32]=[C:33]=[N:34][CH2:35][CH2:36][CH2:37][N:38]([CH3:39])[CH3:40])[CH3:41].[ClH:30].[N:17](=[N+:18]=[N-:19])[CH2:20][c:21]1[c:22]([CH2:26][C:27](=[O:28])[OH:29])[s:23][cH:24][cH:25]1.[NH2:1][CH:2]1[CH:3]2[N:4]([CH:5]([c:10]3[n:11][n:12][n:13][nH:14]3)[C:6]([CH3:8])([CH3:9])[S:7]2)[C:15]1=[O:16].[O:43]1[CH2:44][CH2:45][CH2:46][CH2:47]1.[OH2:42]>>[NH:1]([CH:2]1[CH:3]2[N:4]([CH:5]([c:10]3[nH:11][n:12][n:13][n:14]3)[C:6]([CH3:8])([CH3:9])[S:7]2)[C:15]1=[O:16])[C:27]([CH2:26][c:22]1[c:21]([CH2:20][N:17]=[N+:18]=[N-:19])[cH:25][cH:24][s:23]1)=[O:28].